From a dataset of the Open Reaction Database (ORD), a public repository of structured organic reaction records. describe an organic reaction: reactants, conditions, products, and yield The reactants are CCS(=O)(=O)N1CCC(c2c[nH]c3c(C(N)=O)cc(Br)cc23)CC1, O=C([O-])[O-], OB(O)c1ccc(CNCC2CC2)s1, [K+], [K+], c1ccc(P(c2ccccc2)(c2ccccc2)[Pd](P(c2ccccc2)(c2ccccc2)c2ccccc2)(P(c2ccccc2)(c2ccccc2)c2ccccc2)P(c2ccccc2)(c2ccccc2)c2ccccc2)cc1. The product is CCS(=O)(=O)N1CCC(c2c[nH]c3c(C(N)=O)cc(-c4ccc(CNCC5CC5)s4)cc23)CC1. Reaction SMILES: [Br:15][c:16]1[cH:17][c:18]2[c:19]([CH:28]3[CH2:29][CH2:30][N:31]([S:34](=[O:35])(=[O:36])[CH2:37][CH3:38])[CH2:32][CH2:33]3)[cH:20][nH:21][c:22]2[c:23]([C:25](=[O:26])[NH2:27])[cH:24]1.[C:39](=[O:40])([O-:41])[O-:42].[CH:1]1([CH2:4][NH:5][CH2:6][c:7]2[cH:8][cH:9][c:10]([B:12]([OH:13])[OH:14])[s:11]2)[CH2:2][CH2:3]1.[K+:43].[K+:44].[cH:45]1[cH:46][cH:47][c:48]([P:49]([Pd:50]([P:51]([c:52]2[cH:53][cH:54][cH:55][cH:56][cH:57]2)([c:58]2[cH:59][cH:60][cH:61][cH:62][cH:63]2)[c:64]2[cH:65][cH:66][cH:67][cH:68][cH:69]2)([P:70]([c:71]2[cH:72][cH:73][cH:74][cH:75][cH:76]2)([c:77]2[cH:78][cH:79][cH:80][cH:81][cH:82]2)[c:83]2[cH:84][cH:85][cH:86][cH:87][cH:88]2)[P:89]([c:90]2[cH:91][cH:92][cH:93][cH:94][cH:95]2)([c:96]2[cH:97][cH:98][cH:99][cH:100][cH:101]2)[c:102]2[cH:103][cH:104][cH:105][cH:106][cH:107]2)([c:108]2[cH:109][cH:110][cH:111][cH:112][cH:113]2)[c:114]2[cH:115][cH:116][cH:117][cH:118][cH:119]2)[cH:120][cH:121]1>>[CH:1]1([CH2:4][NH:5][CH2:6][c:7]2[cH:8][cH:9][c:10](-[c:16]3[cH:17][c:18]4[c:19]([CH:28]5[CH2:29][CH2:30][N:31]([S:34](=[O:35])(=[O:36])[CH2:37][CH3:38])[CH2:32][CH2:33]5)[cH:20][nH:21][c:22]4[c:23]([C:25](=[O:26])[NH2:27])[cH:24]3)[s:11]2)[CH2:2][CH2:3]1. The reactants are COC=1C=C(C=CC1[N+](=O)[O-])N1CCC(CC1)N1CCNCC1 (1-{1-[3-(methyloxy)-4-nitrophenyl]-4-piperidinyl}piperazine), CC(=O)OC(=O)C (Ac2O), resultant mixture, TEA. The solvent is C(Cl)Cl (DCM). Product: C(C)(=O)N1CCN(CC1)C1CCN(CC1)C1=CC(=C(C=C1)[N+](=O)[O-])OC (1-acetyl-4-{1-[3-(methyloxy)-4-nitrophenyl]-4-piperidinyl}piperazine). The yield is 92.0%. Reaction SMILES: [CH3:1][O:2][C:3]1[CH:4]=[C:5]([N:12]2[CH2:17][CH2:16][CH:15]([N:18]3[CH2:23][CH2:22][NH:21][CH2:20][CH2:19]3)[CH2:14][CH2:13]2)[CH:6]=[CH:7][C:8]=1[N+:9]([O-:11])=[O:10].[CH3:24][C:25](OC(C)=O)=[O:26]>C(Cl)Cl>[C:25]([N:21]1[CH2:20][CH2:19][N:18]([CH:15]2[CH2:14][CH2:13][N:12]([C:5]3[CH:6]=[CH:7][C:8]([N+:9]([O-:11])=[O:10])=[C:3]([O:2][CH3:1])[CH:4]=3)[CH2:17][CH2:16]2)[CH2:23][CH2:22]1)(=[O:26])[CH3:24]. Procedure details: To a solution of 1-{1-[3-(methyloxy)-4-nitrophenyl]-4-piperidinyl}piperazine (Example 57, step C) (0.500 g, 1.56 mmol) in DCM (20 mL) was added Ac2O (0.22 mL, 2.34 mmol). TEA (0.33 mL, 2.34 mmol) was then added dropwise and the resultant mixture was stirred at rt overnight. TLC indicated that the reaction had gone to completion. The reaction mixture was evaporated onto silica gel and purified by flash chromatography to afford the title compound of step A (0.52 g, 93%). 1H NMR (400 MHz, DMSO-d6) ... Reactants: C=C(C)C(=O)Nc1ccc(C#N)c(C(F)(F)F)c1, CCOC(C)=O, [K+], [OH-]. Product: CC1(C(=O)Nc2ccc(C#N)c(C(F)(F)F)c2)CO1. Reaction SMILES: [C:1]([C:2](=[CH2:3])[CH3:4])(=[O:5])[NH:6][c:7]1[cH:8][c:9]([C:15]([F:16])([F:17])[F:18])[c:10]([C:13]#[N:14])[cH:11][cH:12]1.[CH3:21][CH2:22][O:23][C:24](=[O:25])[CH3:26].[K+:20].[OH-:19]>>[C:1]([C:2]1([CH3:4])[CH2:3][O:19]1)(=[O:5])[NH:6][c:7]1[cH:8][c:9]([C:15]([F:16])([F:17])[F:18])[c:10]([C:13]#[N:14])[cH:11][cH:12]1. As a reaction SMILES: [Br:1][C:2]1[C:3](Cl)=[N:4][C:5]([Cl:8])=[N:6][CH:7]=1.[NH2:10][CH2:11][C:12]1([NH:17][C:18](=[O:24])[O:19][C:20]([CH3:23])([CH3:22])[CH3:21])[CH2:16][CH2:15][CH2:14][CH2:13]1.BrC1C(NCCNC(=O)OC(C)(C)C)=NC(Cl)=NC=1>>[Br:1][C:2]1[C:3]([NH:10][CH2:11][C:12]2([NH:17][C:18](=[O:24])[O:19][C:20]([CH3:22])([CH3:21])[CH3:23])[CH2:16][CH2:15][CH2:14][CH2:13]2)=[N:4][C:5]([Cl:8])=[N:6][CH:7]=1. The product is BrC=1C(=NC(=NC1)Cl)NCC1(CCCC1)NC(OC(C)(C)C)=O (tert-butyl N-[1-[[(5-bromo-2-chloro-pyrimidin-4-yl)amino]methyl]cyclopentyl]carbamate). Reactants: BrC=1C(=NC(=NC1)Cl)Cl (5-bromo-2,4-dichloropyrimidine), NCC1(CCCC1)NC(OC(C)(C)C)=O (tert-butyl N-[1-(aminomethyl)cyclopentyl]carbamate), BrC=1C(=NC(=NC1)Cl)NCCNC(OC(C)(C)C)=O (tert-butyl N-[2-[(5-bromo-2-chloro-pyrimidin-4-yl)amino]ethyl]carbamate). Procedure: tert-butyl N-[1-[[(5-bromo-2-chloro-pyrimidin-4-yl)amino]methyl]cyclopentyl]carbamate was synthesized by treating 5-bromo-2,4-dichloropyrimidine with tert-butyl N-[1-(aminomethyl)cyclopentyl]carbamate using similar experimental conditions as described for the synthesis of tert-butyl N-[2-[(5-bromo-2-chloro-pyrimidin-4-yl)amino]ethyl]carbamate. LCMS (ESI) 405 (M+H). Starting materials: [Al+3], C1CCOC1, COC(=O)c1ccc2nnc(C(=O)NCc3ccc(Cl)cc3)c(O)c2c1, [H-], [H-], [H-], [H-], [Li+]. The product is O=C(NCc1ccc(Cl)cc1)c1nnc2ccc(CO)cc2c1O. RXN SMILES: [Al+3:28].[CH2:33]1[O:34][CH2:35][CH2:36][CH2:37]1.[Cl:1][c:2]1[cH:3][cH:4][c:5]([CH2:6][NH:7][C:8](=[O:9])[c:10]2[n:11][n:12][c:13]3[cH:14][cH:15][c:16]([C:21](=[O:22])[O:23][CH3:24])[cH:17][c:18]3[c:19]2[OH:20])[cH:25][cH:26]1.[H-:27].[H-:30].[H-:31].[H-:32].[Li+:29]>>[Cl:1][c:2]1[cH:3][cH:4][c:5]([CH2:6][NH:7][C:8](=[O:9])[c:10]2[n:11][n:12][c:13]3[cH:14][cH:15][c:16]([CH2:21][OH:22])[cH:17][c:18]3[c:19]2[OH:20])[cH:25][cH:26]1. The reactants are O=[N+]([O-])c1ccc(N=Nc2ncc(O)cc2Br)cc1, CCO, Cl, Cl[Sn](Cl)(Cl)Cl. Yields the product Nc1ncc(O)cc1Br. RXN SMILES: [Br:1][c:2]1[c:3]([N:9]=[N:10][c:11]2[cH:12][cH:13][c:14]([N+:15]([O-:16])=[O:17])[cH:18][cH:19]2)[n:4][cH:5][c:6]([OH:8])[cH:7]1.[CH3:26][CH2:27][OH:28].[ClH:25].[Sn:20]([Cl:21])([Cl:22])([Cl:23])[Cl:24]>>[Br:1][c:2]1[c:3]([NH2:9])[n:4][cH:5][c:6]([OH:8])[cH:7]1. Reactants: [OH-].[Na+] (sodium hydroxide), C(C)(=O)C1=CC(=C(OCC(=O)OCC)C=C1)NC(C1=CC=C(C=C1)OCCCCC1=CC=CC=C1)=O (ethyl 4-acetyl-2-[p-(4-phenylbutoxy)benzamido]phenoxyacetate), CO (methanol), O1CCCC1 (tetrahydrofuran). Run in O (water). Conditions: time 2 hour. Yields the product C(C)(=O)C1=CC(=C(OCC(=O)O)C=C1)NC(C1=CC=C(C=C1)OCCCCC1=CC=CC=C1)=O (4-acetyl-2-[p-(4-phenylbutoxy)benzamido]phenoxyacetic acid). Yield: 82.7%. As a reaction SMILES: [OH-].[Na+].[C:3]([C:6]1[CH:18]=[CH:17][C:9]([O:10][CH2:11][C:12]([O:14]CC)=[O:13])=[C:8]([NH:19][C:20](=[O:38])[C:21]2[CH:26]=[CH:25][C:24]([O:27][CH2:28][CH2:29][CH2:30][CH2:31][C:32]3[CH:37]=[CH:36][CH:35]=[CH:34][CH:33]=3)=[CH:23][CH:22]=2)[CH:7]=1)(=[O:5])[CH3:4].CO.O1CCCC1>O>[C:3]([C:6]1[CH:18]=[CH:17][C:9]([O:10][CH2:11][C:12]([OH:14])=[O:13])=[C:8]([NH:19][C:20](=[O:38])[C:21]2[CH:26]=[CH:25][C:24]([O:27][CH2:28][CH2:29][CH2:30][CH2:31][C:32]3[CH:33]=[CH:34][CH:35]=[CH:36][CH:37]=3)=[CH:23][CH:22]=2)[CH:7]=1)(=[O:5])[CH3:4] |f:0.1|. Procedure details: A 1N sodium hydroxide aqueous solution was added to a mixture of 0.5 g of ethyl 4-acetyl-2-[p-(4-phenylbutoxy)benzamido]phenoxyacetate obtained in Example 53, 5 ml of methanol and 5 ml of tetrahydrofuran and the mixture was stirred at room temperature for 2 hours. To the reaction mixture was added 10 ml of water. The mixture was concentrated under reduced pressure to remove methanol and tetrahydrofuran. Diluted hydrochloric acid was added to the residue to render acidic. The formed crystals were... Yield: 76.7%. Conditions: time 3 hour. Procedure details: Similarly, the reaction was carried out under similar conditions: To a solution of 4-[3-[(Benzhydrylidene-amino)-tert-butoxycarbonyl-methyl]-3-(3,5-dichloro-phenyl)-4,4,4-trifluoro-butyryl]-2-methyl-benzoic acid tert-butyl ester (426 mg, one diastereoisomer, obtained in example P12) in acetone (12 mL) was added hydrochloric acid (6 mL, 10%) and the solution was stirred at ambient temperature for 3 hours. Water was then added and the reaction mixture was extracted with ethylacetate and the combin... RXN SMILES: [C:1]([O:5][C:6](=[O:52])[C:7]1[CH:12]=[CH:11][C:10]([C:13](=O)[CH2:14][C:15]([CH:28]([N:36]=C(C2C=CC=CC=2)C2C=CC=CC=2)[C:29]([O:31][C:32]([CH3:35])([CH3:34])[CH3:33])=[O:30])([C:20]2[CH:25]=[C:24]([Cl:26])[CH:23]=[C:22]([Cl:27])[CH:21]=2)[C:16]([F:19])([F:18])[F:17])=[CH:9][C:8]=1[CH3:51])([CH3:4])([CH3:3])[CH3:2].Cl.O>CC(C)=O>[C:1]([O:5][C:6]([C:7]1[CH:12]=[CH:11][C:10]([C:13]2[CH2:14][C:15]([C:20]3[CH:21]=[C:22]([Cl:27])[CH:23]=[C:24]([Cl:26])[CH:25]=3)([C:16]([F:18])([F:17])[F:19])[CH:28]([C:29]([O:31][C:32]([CH3:33])([CH3:35])[CH3:34])=[O:30])[N:36]=2)=[CH:9][C:8]=1[CH3:51])=[O:52])([CH3:2])([CH3:3])[CH3:4]. Starting materials: C(C)(C)(C)OC(C1=C(C=C(C=C1)C(CC(C(F)(F)F)(C1=CC(=CC(=C1)Cl)Cl)C(C(=O)OC(C)(C)C)N=C(C1=CC=CC=C1)C1=CC=CC=C1)=O)C)=O (4-[3-[(Benzhydrylidene-amino)-tert-butoxycarbonyl-methyl]-3-(3,5-dichloro-phenyl)-4,4,4-trifluoro-butyryl]-2-methyl-benzoic acid tert-butyl ester), Cl (hydrochloric acid), O (Water). Product: C(C)(C)(C)OC(=O)C1=C(C=C(C=C1)C=1CC(C(N1)C(=O)OC(C)(C)C)(C(F)(F)F)C1=CC(=CC(=C1)Cl)Cl)C (tert-butyl 5-(4-tert-butoxycarbonyl-3-methyl-phenyl)-3-(3,5-dichlorophenyl)-3-(trifluoromethyl)-2,4-dihydropyrrole-2-carboxylate). Solvent: CC(=O)C (acetone).